This data is from the Open Reaction Database (ORD), a public repository of structured organic reaction records. The task is: describe an organic reaction: reactants, conditions, products, and yield The reactants are COC(C1=CC(=C(C=C1)Cl)N1C(C=C(C=C1C)OCC1=C(C=C(C=C1)F)F)=O)=O (methyl-4-chloro-3-[4-[(2,4-difluorobenzyl)oxy]-6-methyl-2-oxopyridin-1(2H)-yl]benzoate), BrNC(CCC(=O)N)=O (N-bromosuccinamide). Run in C(C)#N (acetonitrile). Product: BrC=1C(N(C(=CC1OCC1=C(C=C(C=C1)F)F)C)C=1C=C(C(=O)OC)C=CC1Cl)=O (methyl 3-[3-bromo-4-[(2,4-difluorobenzyl)oxy]-6-methyl-2-oxopyridin-1(2H)-yl]-4-chlorobenzoate). The yield is 66.0%. As a reaction SMILES: [CH3:1][O:2][C:3](=[O:29])[C:4]1[CH:9]=[CH:8][C:7]([Cl:10])=[C:6]([N:11]2[C:16]([CH3:17])=[CH:15][C:14]([O:18][CH2:19][C:20]3[CH:25]=[CH:24][C:23]([F:26])=[CH:22][C:21]=3[F:27])=[CH:13][C:12]2=[O:28])[CH:5]=1.[Br:30]NC(=O)CCC(N)=O>C(#N)C>[Br:30][C:13]1[C:12](=[O:28])[N:11]([C:6]2[CH:5]=[C:4]([CH:9]=[CH:8][C:7]=2[Cl:10])[C:3]([O:2][CH3:1])=[O:29])[C:16]([CH3:17])=[CH:15][C:14]=1[O:18][CH2:19][C:20]1[CH:25]=[CH:24][C:23]([F:26])=[CH:22][C:21]=1[F:27]. Procedure details: methyl 3-[3-bromo-4-[(2,4-difluorobenzyl)oxy]-6-methyl-2-oxopyridin-1(2H)-yl]-4-chlorobenzoate was prepared by reacting methyl-4-chloro-3-[4-[(2,4-difluorobenzyl)oxy]-6-methyl-2-oxopyridin-1(2H)-yl]benzoate (2.3 g, 5.47 mmol) with N-bromosuccinamide (0.97 g, 5.47 mmol) in acetonitrile (10 mL) at 0° C., using a similar procedure as described in step 3 of Example 465, to give 1.80 g (66.2%) of the desired product. 1H NMR (400 MHz, DMSO-d6) δ 8.06-8.03 (m, 2H), 7.86 (d, J=9.70 Hz, 1H), 7.68 (q, J=7...